From a dataset of the Open Reaction Database (ORD), a public repository of structured organic reaction records. describe an organic reaction: reactants, conditions, products, and yield Starting materials: ClCCl, O=c1oc(-c2ccc(C(F)(F)F)cc2)nn1Cc1cc(Cl)ccc1O, O=C(Cl)c1ccc(CCl)cc1, c1ccncc1. Yields the product O=C(Oc1ccc(Cl)cc1Cn1nc(-c2ccc(C(F)(F)F)cc2)oc1=O)c1ccc(CCl)cc1. Reaction SMILES: [CH2:43]([Cl:44])[Cl:45].[Cl:12][c:13]1[cH:14][cH:15][c:16]([OH:36])[c:17]([CH2:19][n:20]2[c:21](=[O:35])[o:22][c:23](-[c:25]3[cH:26][cH:27][c:28]([C:31]([F:32])([F:33])[F:34])[cH:29][cH:30]3)[n:24]2)[cH:18]1.[Cl:1][CH2:2][c:3]1[cH:4][cH:5][c:6]([C:7](=[O:8])[Cl:9])[cH:10][cH:11]1.[cH:37]1[cH:38][cH:39][n:40][cH:41][cH:42]1>>[Cl:1][CH2:2][c:3]1[cH:4][cH:5][c:6]([C:7](=[O:8])[O:36][c:16]2[cH:15][cH:14][c:13]([Cl:12])[cH:18][c:17]2[CH2:19][n:20]2[c:21](=[O:35])[o:22][c:23](-[c:25]3[cH:26][cH:27][c:28]([C:31]([F:32])([F:33])[F:34])[cH:29][cH:30]3)[n:24]2)[cH:10][cH:11]1. The reactants are C(C)(C)(C)OC(=O)N1[C@H](CN([C@@H](C1)C)C=1C=C2N3[C@@H](C(NN=C3COC2=CC1C1=C(C=CC=C1)F)=O)C)C ((2S,5R)-4-[(R)-7-(2-fluoro-phenyl)-4-methyl-3-oxo-2,3,4,10-tetrahydro-9-oxa-1,2,4a-triaza-phenanthren-6-yl]-2,5-dimethyl-piperazine-1-carboxylic acid tert-butyl ester), Cl (HCl). The product is Cl.C[C@H]1N(C[C@@H](NC1)C)C=1C=C2N3[C@@H](C(NN=C3COC2=CC1C1=C(C=CC=C1)F)=O)C ((R)-6-((2R,5S)-2,5-dimethyl-piperazin-1-yl)-7-(2-fluoro-phenyl)-4-methyl-2,10-dihydro-9-oxa-1,2,4a-triaza-phenanthren-3-one hydrochloride). The yield is 99.0%. As a reaction SMILES: C(OC([N:8]1[CH2:13][C@@H:12]([CH3:14])[N:11]([C:15]2[CH:16]=[C:17]3[C:26](=[CH:27][C:28]=2[C:29]2[CH:34]=[CH:33][CH:32]=[CH:31][C:30]=2[F:35])[O:25][CH2:24][C:23]2[N:18]3[C@H:19]([CH3:37])[C:20](=[O:36])[NH:21][N:22]=2)[CH2:10][C@@H:9]1[CH3:38])=O)(C)(C)C.[ClH:39]>>[ClH:39].[CH3:14][C@@H:12]1[CH2:13][NH:8][C@@H:9]([CH3:38])[CH2:10][N:11]1[C:15]1[CH:16]=[C:17]2[C:26](=[CH:27][C:28]=1[C:29]1[CH:34]=[CH:33][CH:32]=[CH:31][C:30]=1[F:35])[O:25][CH2:24][C:23]1[N:18]2[C@H:19]([CH3:37])[C:20](=[O:36])[NH:21][N:22]=1 |f:2.3|. Procedure: A solution of (2S,5R)-4-[(R)-7-(2-fluoro-phenyl)-4-methyl-3-oxo-2,3,4,10-tetrahydro-9-oxa-1,2,4a-triaza-phenanthren-6-yl]-2,5-dimethyl-piperazine-1-carboxylic acid tert-butyl ester (isomer 2, SFC (Table 1, Method 55), Rt=5.643 min., 0.05 g, 0.095 mmol) in HCl (4 M in EtOAc, 2 mL) was stirred at ambient temperature for 1 h. The solvent was concentrated in vacuo to give (R)-6-((2R,5S)-2,5-dimethyl-piperazin-1-yl)-7-(2-fluoro-phenyl)-4-methyl-2,10-dihydro-9-oxa-1,2,4a-triaza-phenanthren-3-one hydro... Starting materials: COC=1C=C2C=CC(=CC2=CC1)CC(=O)OC (methyl 2-(6-methoxy-2-naphthyl)acetate), CI (methyl iodide), [H-].[Na+] (sodium hydride), COCCOC (1,2-dimethoxyethane). The solvent is C(C)O (ethanol), O (water). Yields the product COC=1C=C2C=CC(=CC2=CC1)C(C(=O)OC)C (methyl 2-(6-methoxy-2-naphthyl)propionate). Reaction SMILES: [CH3:1][O:2][C:3]1[CH:4]=[C:5]2[C:10](=[CH:11][CH:12]=1)[CH:9]=[C:8]([CH2:13][C:14]([O:16][CH3:17])=[O:15])[CH:7]=[CH:6]2.[H-].[Na+].[CH3:20]OCCOC.CI>C(O)C.O>[CH3:1][O:2][C:3]1[CH:4]=[C:5]2[C:10](=[CH:11][CH:12]=1)[CH:9]=[C:8]([CH:13]([CH3:20])[C:14]([O:16][CH3:17])=[O:15])[CH:7]=[CH:6]2 |f:1.2|. Procedure: To a mixture of 22 g. of methyl 2-(6-methoxy-2-naphthyl)acetate (prepared by treating 20.5 g. of 2-(6-methoxy-2-naphthyl)acetic acid with 4.5 g. of diazomethane in ether), and 2.5 g. of sodium hydride in 150 ml. of 1,2-dimethoxyethane; 25 g. of methyl iodide are added. The reaction mixture is allowed to stand for several hours; then it is diluted with ethanol followed by water and extracted with methylene chloride. The extracts are combined, washed with water to neutrality, dried over sodium sul... The reactants are COC1=CC(=NC=C1)N (4-methoxypyridin-2-ylamine), ClCC=O (chloroacetaldehyde), C(O)([O-])=O.[Na+] (sodium hydrogencarbonate). The solvent is O (water), C(C)O (ethanol). The product is COC1=CC=2N(C=C1)C=CN2 (7-methoxyimidazo[1,2-α]pyridine). Yield: 45.0%. RXN SMILES: [CH3:1][O:2][C:3]1[CH:8]=[CH:7][N:6]=[C:5]([NH2:9])[CH:4]=1.Cl[CH2:11][CH:12]=O.C(=O)([O-])O.[Na+]>O.C(O)C>[CH3:1][O:2][C:3]1[CH:8]=[CH:7][N:6]2[CH:11]=[CH:12][N:9]=[C:5]2[CH:4]=1 |f:2.3|. Procedure: A stirred suspension of 4-methoxypyridin-2-ylamine (4.50 g, 36.3 mmol), chloroacetaldehyde (8.54 g of a 50 wt % solution in water, 54.4 mmol) and sodium hydrogencarbonate (6.09 g, 72.6 mmol) in ethanol (70 ml) was heated under reflux for 4 h. The solvent was evaporated and the residue partitioned between ethyl acetate and water. The organic layer was washed with brine, dried and evaporated to give an orange oil. Purification by silica gel chromatography eluting with 2% methanol in dichloromethan...